This data is from the Open Reaction Database (ORD), a public repository of structured organic reaction records. The task is: describe an organic reaction: reactants, conditions, products, and yield Starting materials: C(CC1=CC=CC=C1)N (phenethylamine), ClC=1C2=C(N=C(N1)C=1C=NC=CC1)SC=C2C (4-chloro-2-(pyridin-3-yl)-5-methyl-thieno-[2,3-d]-pyrimidine). Yields the product N1=CC(=CC=C1)C=1N=C(C2=C(N1)SC=C2C)NCCC2=CC=CC=C2 (2-(pyridin-3-yl)-4-phenethylamino-5-methyl-thieno-[2,3-d]-pyrimidine). As a reaction SMILES: [CH2:1]([NH2:9])[CH2:2][C:3]1[CH:8]=[CH:7][CH:6]=[CH:5][CH:4]=1.Cl[C:11]1[C:12]2[C:25]([CH3:26])=[CH:24][S:23][C:13]=2[N:14]=[C:15]([C:17]2[CH:18]=[N:19][CH:20]=[CH:21][CH:22]=2)[N:16]=1>>[N:19]1[CH:20]=[CH:21][CH:22]=[C:17]([C:15]2[N:16]=[C:11]([NH:9][CH2:1][CH2:2][C:3]3[CH:8]=[CH:7][CH:6]=[CH:5][CH:4]=3)[C:12]3[C:25]([CH3:26])=[CH:24][S:23][C:13]=3[N:14]=2)[CH:18]=1. Reported procedure: With the procedure of Example 1, the reaction of phenethylamine with 4-chloro-2-(pyridin-3-yl)-5-methyl-thieno-[2,3-d]-pyrimidine yields 2-(pyridin-3-yl)-4-phenethylamino-5-methyl-thieno-[2,3-d]-pyrimidine. Reactants: SC=1C=C(C=CC1)B(O)O (3-mercaptophenylboronic acid), ClCC(C)=O (chloroacetone). Product: O=C(CSC=1C=C(C=CC1)B(O)O)C (3-(2-Oxo-propylsulfanyl)-phenylboronic acid). As a reaction SMILES: [SH:1][C:2]1[CH:3]=[C:4]([B:8]([OH:10])[OH:9])[CH:5]=[CH:6][CH:7]=1.Cl[CH2:12][C:13](=[O:15])[CH3:14]>>[O:15]=[C:13]([CH3:14])[CH2:12][S:1][C:2]1[CH:3]=[C:4]([B:8]([OH:10])[OH:9])[CH:5]=[CH:6][CH:7]=1. Procedure: Prepared according to the procedure described in Example 1, Step 1, using the following starting materials: 3-mercaptophenylboronic acid and chloroacetone.